describe an organic reaction: reactants, conditions, products, and yield From a dataset of the Open Reaction Database (ORD), a public repository of structured organic reaction records. Reactants: ClS(=O)(=O)C1=C(C(=NN1C)C)C(=O)OCC (ethyl 5-chlorosulfonyl-1,3-dimethylpyrazole-4-carboxylate), O.N (ammonia water). Run in C1CCOC1 (THF). Run at time 1 hour. Product: NS(=O)(=O)C1=C(C(=NN1C)C)C(=O)OCC (Ethyl 5-aminosulfonyl-1,3-dimethylpyrazole-4-carboxylate). RXN SMILES: Cl[S:2]([C:5]1[N:9]([CH3:10])[N:8]=[C:7]([CH3:11])[C:6]=1[C:12]([O:14][CH2:15][CH3:16])=[O:13])(=[O:4])=[O:3].O.[NH3:18]>C1COCC1>[NH2:18][S:2]([C:5]1[N:9]([CH3:10])[N:8]=[C:7]([CH3:11])[C:6]=1[C:12]([O:14][CH2:15][CH3:16])=[O:13])(=[O:4])=[O:3] |f:1.2|. Reported procedure: 4.6 g of ethyl 5-chlorosulfonyl-1,3-dimethylpyrazole-4-carboxylate is dissolved in 8 ml of THF, and the solution is added dropwise to 25 ml of ammonia water at 5° C. to 7° C. The reaction mixture is stirred at the same temperature for 1 hour, and then concentrated to dryness under reduced pressure. To the residue is added ethyl acetate, followed by filtration to remove impurities, and the filtrate is concentrated under reduced pressure. The residue is diluted with n-hexane, and then cooled with ... Reactants: C(O)(O)=O.NNC(=N)N (aminoguanidine bicarbonate), COC(C=O)(C)OC (methylglyoxal dimethyl acetal). Yields the product CC(C=NNC(N)=N)=NNC(N)=N (2,2'-(methyl-1,2-ethanediylidene)bis[hydrazine carboximidamide]). Reaction SMILES: C(=O)(O)O.[NH2:5][NH:6][C:7]([NH2:9])=[NH:8].CO[C:12](OC)([CH3:15])[CH:13]=O>>[CH3:13][C:12](=[N:5][NH:6][C:7](=[NH:8])[NH2:9])[CH:15]=[N:5][NH:6][C:7](=[NH:9])[NH2:8] |f:0.1|. Procedure: reacting the filtered aminoguanidine bicarbonate with methylglyoxal dimethyl acetal in an aqueous reaction medium to produce 2,2'-(methyl-1,2-ethanediylidene)bis[hydrazine carboximidamide]; and